The task is: describe an organic reaction: reactants, conditions, products, and yield. This data is from the Open Reaction Database (ORD), a public repository of structured organic reaction records. Reactants: C(C)(=O)N1CC2(CC1)CN(C1=CC=CC=C12)C(C(F)(F)F)=O (1-(1′-Acetylspiro[indoline-3,3′-pyrrolidin]-1-yl)-2,2,2-trifluoroethanone), ClS(=O)(=O)O (chlorosulfonic acid), ice water, C(C)(C)N(C(C)C)CC (N,N-diisopropylethylamine), CN1CCNCC1 (1-methylpiperazine). The solvent is O (water), C(Cl)Cl (methylene chloride). Conditions: time 30 minute. The product is CN1CCN(CC1)S(=O)(=O)C=1C=C2C(=CC1)NCC21CN(CC1)C(C)=O (1-(5-((4-methylpiperazin-1-yl)sulfonyl)spiro[indoline-3,3′-pyrrolidin]-1′-yl)ethanone). Yield: 73.8%. Reaction SMILES: [C:1]([N:4]1[CH2:8][CH2:7][C:6]2([C:16]3[C:11](=[CH:12][CH:13]=[CH:14][CH:15]=3)[N:10](C(=O)C(F)(F)F)[CH2:9]2)[CH2:5]1)(=[O:3])[CH3:2].Cl[S:24]([OH:27])(=O)=[O:25].C(N(CC)C(C)C)(C)C.[CH3:37][N:38]1[CH2:43][CH2:42][NH:41][CH2:40][CH2:39]1>C(Cl)Cl.O>[CH3:37][N:38]1[CH2:43][CH2:42][N:41]([S:24]([C:14]2[CH:15]=[C:16]3[C:6]4([CH2:7][CH2:8][N:4]([C:1](=[O:3])[CH3:2])[CH2:5]4)[CH2:9][NH:10][C:11]3=[CH:12][CH:13]=2)(=[O:27])=[O:25])[CH2:40][CH2:39]1. Reported procedure: 1-(1′-Acetylspiro[indoline-3,3′-pyrrolidin]-1-yl)-2,2,2-trifluoroethanone (1.19 g, 3.81 mmol) was dissolved in methylene chloride (10 mL). Thereafter, chlorosulfonic acid (1.27 mL, 19 mmol) was added to the above obtained solution under cooling on ice, and the thus obtained mixture was then stirred for 30 minutes. Thereafter, while stirring, the reaction solution was added dropwise to ice water, and was then extracted with chloroform. The obtained organic layer was washed with brine, and was the... The reactants are ClC=1C=CC2=C(C(=NOC2)N(N)C)C1 (6-chloro-4-(1-methylhydrazino)-1H-2,3-benzoxazine), [N+](=O)([O-])C1=CC=C(C=O)C=C1 (p-nitro-benzaldehyde). The solvent is C(C)O (ethanol). Reaction conditions: time 2 hour. Yields the product ClC=1C=CC2=C(C(=NOC2)N(N=CC2=CC=C(C=C2)[N+](=O)[O-])C)C1 (6-chloro-4-[1-methyl-2-(4-nitro-benzylidene)-hydrazino]-1H-2,3-benzoxazine). The yield is 74.0%. As a reaction SMILES: [Cl:1][C:2]1[CH:3]=[CH:4][C:5]2[CH2:10][O:9][N:8]=[C:7]([N:11]([CH3:13])[NH2:12])[C:6]=2[CH:14]=1.[N+:15]([C:18]1[CH:25]=[CH:24][C:21]([CH:22]=O)=[CH:20][CH:19]=1)([O-:17])=[O:16]>C(O)C>[Cl:1][C:2]1[CH:3]=[CH:4][C:5]2[CH2:10][O:9][N:8]=[C:7]([N:11]([CH3:13])[N:12]=[CH:22][C:21]3[CH:24]=[CH:25][C:18]([N+:15]([O-:17])=[O:16])=[CH:19][CH:20]=3)[C:6]=2[CH:14]=1. Reported procedure: An amount of 1.4 g. of 6-chloro-4-(1-methylhydrazino)-1H-2,3-benzoxazine is dissolved in 70 ml. of ethanol by heating at 50° C, then 1.12 g. of p-nitro-benzaldehyde are added. The solution is stirred, then allowed to stand for 2 hours. The formed crystals are collected by filtering and recrystallized from 500 ml. of benzene. An amount of 1.7 g. (74%) of 6-chloro-4-[1-methyl-2-(4-nitro-benzylidene)-hydrazino]-1H-2,3-benzoxazine are obtained; m.p. 251° C with decomposition. The reactants are Fc1c(Br)ccc2cc[nH]c12, CN1CCN(C(=O)c2ccc3c(c2)[nH]c2c(C(N)=O)ccc(B4OC(C)(C)C(C)(C)O4)c23)CC1, Cc1ccccc1, CCO, [Na+], [Na+], O=C([O-])[O-], c1ccc(P(c2ccccc2)(c2ccccc2)[Pd](P(c2ccccc2)(c2ccccc2)c2ccccc2)(P(c2ccccc2)(c2ccccc2)c2ccccc2)P(c2ccccc2)(c2ccccc2)c2ccccc2)cc1. The product is CN1CCN(C(=O)c2ccc3c(c2)[nH]c2c(C(N)=O)ccc(-c4ccc5cc[nH]c5c4F)c23)CC1. Reaction SMILES: [Br:35][c:36]1[cH:37][cH:38][c:39]2[cH:40][cH:41][nH:42][c:43]2[c:44]1[F:45].[CH3:1][N:2]1[CH2:3][CH2:4][N:5]([C:8](=[O:9])[c:10]2[cH:11][cH:12][c:13]3[c:14]4[c:15]([B:26]5[O:27][C:28]([CH3:29])([CH3:30])[C:31]([CH3:32])([CH3:33])[O:34]5)[cH:16][cH:17][c:18]([C:23](=[O:24])[NH2:25])[c:19]4[nH:20][c:21]3[cH:22]2)[CH2:6][CH2:7]1.[CH3:52][c:53]1[cH:54][cH:55][cH:56][cH:57][cH:58]1.[CH3:59][CH2:60][OH:61].[Na+:46].[Na+:47].[O-:48][C:49](=[O:50])[O-:51].[cH:62]1[cH:63][cH:64][c:65]([P:66]([Pd:67]([P:68]([c:69]2[cH:70][cH:71][cH:72][cH:73][cH:74]2)([c:75]2[cH:76][cH:77][cH:78][cH:79][cH:80]2)[c:81]2[cH:82][cH:83][cH:84][cH:85][cH:86]2)([P:87]([c:88]2[cH:89][cH:90][cH:91][cH:92][cH:93]2)([c:94]2[cH:95][cH:96][cH:97][cH:98][cH:99]2)[c:100]2[cH:101][cH:102][cH:103][cH:104][cH:105]2)[P:106]([c:107]2[cH:108][cH:109][cH:110][cH:111][cH:112]2)([c:113]2[cH:114][cH:115][cH:116][cH:117][cH:118]2)[c:119]2[cH:120][cH:121][cH:122][cH:123][cH:124]2)([c:125]2[cH:126][cH:127][cH:128][cH:129][cH:130]2)[c:131]2[cH:132][cH:133][cH:134][cH:135][cH:136]2)[cH:137][cH:138]1>>[CH3:1][N:2]1[CH2:3][CH2:4][N:5]([C:8](=[O:9])[c:10]2[cH:11][cH:12][c:13]3[c:14]4[c:15](-[c:36]5[cH:37][cH:38][c:39]6[cH:40][cH:41][nH:42][c:43]6[c:44]5[F:45])[cH:16][cH:17][c:18]([C:23](=[O:24])[NH2:25])[c:19]4[nH:20][c:21]3[cH:22]2)[CH2:6][CH2:7]1. Starting materials: C(C)(C)(C)OC(=O)N1CCC(CC1)CCC(=O)N1C[C@@H](CCC1)C(N[C@@H](CC(=O)OC)C=1C=NC=C(C1)O)=O (tert-butyl-4-{3-[(3R)-3-{[(1S)-1-(5-hydroxypyridin-3-yl)-3-methoxy-3-oxopropyl]carbamoyl}piperidin-1-yl]-3-oxopropyl}piperidine-1-carboxylate), [H-].[Na+] (sodium hydride), BrCC1=CC(=C(C#N)C=C1)F (4-(Bromomethyl)-2-fluorobenzonitrile), O (water). Reported procedure: To tert-butyl-4-{3-[(3R)-3-{[(1S)-1-(5-hydroxypyridin-3-yl)-3-methoxy-3-oxopropyl]carbamoyl}piperidin-1-yl]-3-oxopropyl}piperidine-1-carboxylate (example 5e, 200 mg, 0.37 mmol) in DMF (5 mL) was added sodium hydride (60%, 9.6 mg, 0.24 mmol) and the mixture was cooled to 0° C. 4-(Bromomethyl)-2-fluorobenzonitrile (70.5 mg, 0.33 mmol) in DMF (3 mL) was added while stirring and the mixture was warmed to room temperature. After one hour water, brine and ethyl acetate were added. Phases were separate... Reaction conditions: temperature 0 celsius. Run in CN(C)C=O (DMF), CN(C)C=O (DMF), [Cl-].[Na+].O (brine), C(C)(=O)OCC (ethyl acetate). RXN SMILES: [C:1]([O:5][C:6]([N:8]1[CH2:13][CH2:12][CH:11]([CH2:14][CH2:15][C:16]([N:18]2[CH2:23][CH2:22][CH2:21][C@@H:20]([C:24](=[O:39])[NH:25][C@H:26]([C:32]3[CH:33]=[N:34][CH:35]=[C:36]([OH:38])[CH:37]=3)[CH2:27][C:28]([O:30][CH3:31])=[O:29])[CH2:19]2)=[O:17])[CH2:10][CH2:9]1)=[O:7])([CH3:4])([CH3:3])[CH3:2].[H-].[Na+].Br[CH2:43][C:44]1[CH:51]=[CH:50][C:47]([C:48]#[N:49])=[C:46]([F:52])[CH:45]=1.O>CN(C=O)C.[Cl-].[Na+].O.C(OCC)(=O)C>[C:48]([C:47]1[CH:50]=[CH:51][C:44]([CH2:43][O:38][C:36]2[CH:37]=[C:32]([C@@H:26]([NH:25][C:24]([C@@H:20]3[CH2:21][CH2:22][CH2:23][N:18]([C:16](=[O:17])[CH2:15][CH2:14][CH:11]4[CH2:10][CH2:9][N:8]([C:6]([O:5][C:1]([CH3:4])([CH3:2])[CH3:3])=[O:7])[CH2:13][CH2:12]4)[CH2:19]3)=[O:39])[CH2:27][C:28]([O:30][CH3:31])=[O:29])[CH:33]=[N:34][CH:35]=2)=[CH:45][C:46]=1[F:52])#[N:49] |f:1.2,6.7.8|. Yields the product C(#N)C1=C(C=C(COC=2C=C(C=NC2)[C@H](CC(=O)OC)NC(=O)[C@H]2CN(CCC2)C(CCC2CCN(CC2)C(=O)OC(C)(C)C)=O)C=C1)F (tert-butyl 4-{3-[(3R)-3-{[(1S)-1-{5-[(4-cyano-3-fluorobenzyl)oxy]pyridin-3-yl}-3-methoxy-3-oxopropyl]carbamoyl}piperidin-1-yl]-3-oxopropyl}piperidine-1-carboxylate). The yield is 4.5%. The reactants are CC(C)(C)OC(=O)Nc1cc(Cl)c(C(F)(F)F)cc1[N+](=O)[O-], C=CB(O)O, [K+], [K+], O=C([O-])[O-], C1COCCO1, O, [Pd], c1ccc(P(c2ccccc2)c2ccccc2)cc1, c1ccc(P(c2ccccc2)c2ccccc2)cc1, c1ccc(P(c2ccccc2)c2ccccc2)cc1, c1ccc(P(c2ccccc2)c2ccccc2)cc1. The product is C=Cc1cc(NC(=O)OC(C)(C)C)c([N+](=O)[O-])cc1C(F)(F)F. As a reaction SMILES: [C:1]([CH3:2])([CH3:3])([CH3:4])[O:5][C:6]([NH:7][c:8]1[c:9]([N+:19](=[O:20])[O-:21])[cH:10][c:11]([C:15]([F:16])([F:17])[F:18])[c:12]([Cl:14])[cH:13]1)=[O:22].[CH:23](=[CH2:24])[B:25]([OH:26])[OH:27].[K+:28].[K+:29].[O-:30][C:31]([O-:32])=[O:33].[O:35]1[CH2:36][CH2:37][O:38][CH2:39][CH2:40]1.[OH2:34].[Pd:41].[c:42]1([P:43]([c:44]2[cH:45][cH:46][cH:47][cH:48][cH:49]2)[c:50]2[cH:51][cH:52][cH:53][cH:54][cH:55]2)[cH:56][cH:57][cH:58][cH:59][cH:60]1.[c:61]1([P:62]([c:63]2[cH:64][cH:65][cH:66][cH:67][cH:68]2)[c:69]2[cH:70][cH:71][cH:72][cH:73][cH:74]2)[cH:75][cH:76][cH:77][cH:78][cH:79]1.[c:80]1([P:81]([c:82]2[cH:83][cH:84][cH:85][cH:86][cH:87]2)[c:88]2[cH:89][cH:90][cH:91][cH:92][cH:93]2)[cH:94][cH:95][cH:96][cH:97][cH:98]1.[c:99]1([P:100]([c:101]2[cH:102][cH:103][cH:104][cH:105][cH:106]2)[c:107]2[cH:108][cH:109][cH:110][cH:111][cH:112]2)[cH:113][cH:114][cH:115][cH:116][cH:117]1>>[C:1]([CH3:2])([CH3:3])([CH3:4])[O:5][C:6]([NH:7][c:8]1[c:9]([N+:19](=[O:20])[O-:21])[cH:10][c:11]([C:15]([F:16])([F:17])[F:18])[c:12]([CH:23]=[CH2:24])[cH:13]1)=[O:22]. The reactants are C[C@@H](COC)OC=1C=C(C(=O)NC2=NC=C(N=C2)C)C=C(C1)OCC1=CC=CC=C1 (3-{[(1S)-1-Methyl-2-(methyloxy)ethyl]oxy}-N-(5-methylpyrazin-2-yl)-5-[(phenylmethyl)oxy]benzamide). Run in C(C)O (ethanol). Run at time 20 hour. Product: OC=1C=C(C(=O)NC2=NC=C(N=C2)C)C=C(C1)O[C@H](COC)C (3-Hydroxy-5-{[(1S)-1-methyl-2-(methyloxy)ethyl]oxy}-N-(5-methylpyrazin-2-yl)benzamide). Yield: 92.0%. RXN SMILES: [CH3:1][C@H:2]([O:6][C:7]1[CH:8]=[C:9]([CH:20]=[C:21]([O:23]CC2C=CC=CC=2)[CH:22]=1)[C:10]([NH:12][C:13]1[CH:18]=[N:17][C:16]([CH3:19])=[CH:15][N:14]=1)=[O:11])[CH2:3][O:4][CH3:5]>C(O)C>[OH:23][C:21]1[CH:20]=[C:9]([CH:8]=[C:7]([O:6][C@@H:2]([CH3:1])[CH2:3][O:4][CH3:5])[CH:22]=1)[C:10]([NH:12][C:13]1[CH:18]=[N:17][C:16]([CH3:19])=[CH:15][N:14]=1)=[O:11]. Reported procedure: 3-{[(1S)-1-Methyl-2-(methyloxy)ethyl]oxy}-N-(5-methylpyrazin-2-yl)-5-[(phenylmethyl)oxy]benzamide (4.5 g, 11 mmol) was dissolved in ethanol (35 mL) and THF (35 mL) and the flask evacuated and purged with argon (3 times). 10% Palladium on carbon (0.45 g) was added and the flask further evacuated and finally purged with hydrogen gas. The reaction mixture was stirred at ambient temperature for 20 hours until completion. The reaction mixture was evacuated and purged with nitrogen (3 times). The cata... The reactants are 1,1-Carbonyl diimidazole, Cl.C(C1=CC=CC=C1)N1[C@H](CCC[C@H]1C(=O)O)C(=O)O (cis-1-benzyl-piperidine-2,6-dicarboxylic acid hydrochloride), FC(OC1=CC=C(N)C=C1)(F)F (4-trifluoromethoxyaniline), CDI, C(=O)=O (CO2). Run in O1CCOCC1 (dioxane), O1CCOCC1 (dioxane). Reaction conditions: temperature 100 celsius, time 15 minute. Yields the product C(C1=CC=CC=C1)N1C2C(N(C(C1CCC2)=O)C2=CC=C(C=C2)OC(F)(F)F)=O (9-benzyl-3-(4-trifluoromethoxy-phenyl)-3,9-diaza-bicyclo[3.3.1]nonane-2,4-dione). Reaction SMILES: Cl.[CH2:2]([N:9]1[C@H:14]([C:15]([OH:17])=O)[CH2:13][CH2:12][CH2:11][C@@H:10]1[C:18]([OH:20])=O)[C:3]1[CH:8]=[CH:7][CH:6]=[CH:5][CH:4]=1.[F:21][C:22]([F:32])([F:31])[O:23][C:24]1[CH:30]=[CH:29][C:27]([NH2:28])=[CH:26][CH:25]=1.C(=O)=O>O1CCOCC1>[CH2:2]([N:9]1[CH:10]2[CH2:11][CH2:12][CH2:13][CH:14]1[C:15](=[O:17])[N:28]([C:27]1[CH:29]=[CH:30][C:24]([O:23][C:22]([F:21])([F:31])[F:32])=[CH:25][CH:26]=1)[C:18]2=[O:20])[C:3]1[CH:4]=[CH:5][CH:6]=[CH:7][CH:8]=1 |f:0.1|. Reported procedure: 1,1-Carbonyl diimidazole (CDI; 1.2 g, 7.4 mmol) was added to a mixture of cis-1-benzyl-piperidine-2,6-dicarboxylic acid hydrochloride (1.0 g, 3.34 mmol) and dioxane (10 mL) at rt under N2. The mixture was heated at 100° C. After 15 min, a solution of 4-trifluoromethoxyaniline (600 mg, 3.39 mmol) and dioxane (2 mL) was added. After an additional 2 h, CDI (500 mg, 3.08 mmol) was added (Caution: CO2 evolution). After an additional 1 h, the reaction was allowed to cool to rt, concentrated, diluted w...